Task: describe an organic reaction: reactants, conditions, products, and yield. Dataset: the Open Reaction Database (ORD), a public repository of structured organic reaction records Starting materials: ice, [Cl-].[NH4+] (ammonium chloride), [Cl-].[NH4+] (ammonium chloride), BrC1=CC=C(C=C1)Br (1,4-dibromobenzene), [Li]CCCC (n-BuLi), [Si](C)(C)(C(C)(C)C)OC[C@H](CC(C)C)/N=C/C(F)(F)F ((2S)-1-{[tert-butyl(dimethyl)silyl]oxy}-4-methyl-N-[(1E)-2,2,2-trifluoroethylidene]pentan-2-amine), [F-].C(C)(C)(C)[NH3+] (t-butylammonium fluoride). Solvent: C1CCOC1 (THF), O (water), C(C)(=O)OCC (ethyl acetate), O (water), C(C)(=O)OCC (ethyl acetate), C1CCOC1 (THF), C1CCOC1 (THF), C1CCOC1 (THF). Run at temperature 0 celsius, time 1.5 hour. Product: BrC1=CC=C(C=C1)[C@@H](C(F)(F)F)N[C@H](CO)CC(C)C ((2S)-2-{[(1S)-1-(4-bromophenyl)-2,2,2-trifluoroethyl]amino}-4-methylpentan-1-ol). RXN SMILES: [Li]CCCC.Br[C:7]1[CH:12]=[CH:11][C:10]([Br:13])=[CH:9][CH:8]=1.[Si]([O:21][CH2:22][C@@H:23](/[N:28]=[CH:29]/[C:30]([F:33])([F:32])[F:31])[CH2:24][CH:25]([CH3:27])[CH3:26])(C(C)(C)C)(C)C.[Cl-].[NH4+].[F-].C([NH3+])(C)(C)C>C1COCC1.O.C(OCC)(=O)C>[Br:13][C:10]1[CH:11]=[CH:12][C:7]([C@H:29]([NH:28][C@@H:23]([CH2:24][CH:25]([CH3:27])[CH3:26])[CH2:22][OH:21])[C:30]([F:32])([F:31])[F:33])=[CH:8][CH:9]=1 |f:3.4,5.6|. Procedure: n-BuLi (2.5 M in hexanes, 42 mL) was added to a −70° C. THF (400 mL) solution of 1,4-dibromobenzene (25.8 g) and the mixture was stirred for 25 minutes. A THF (30 mL) solution of (2S)-1-{[tert-butyl(dimethyl)silyl]oxy}-4-methyl-N-[(1E)-2,2,2-trifluoroethylidene]pentan-2-amine (31 g) was then added dropwise and the mixture was stirred for 1.5 hour. It was then poured slowly into a mixture of ethyl acetate (500 mL), water (2 L), ice (300 g) and ammonium chloride (100 g) under vigorous stirring. Th... Starting materials: C(CCCC)[C@@H]1CC[C@H](CC1)CCO (2-(trans-4-pentylcyclohexyl)ethanol), C1(=CC=CC=C1)P(C1=CC=CC=C1)C1=CC=CC=C1 (triphenylphosphine), BrC(Br)(Br)Br (tetrabromomethane). The solvent is ClCCl (dichloromethane). Run at temperature -20 celsius, time 5 hour. Yields the product BrCC[C@@H]1CC[C@H](CC1)CCCCC (1-bromo-2-(trans-4-pentylcyclohexyl)ethane). Reaction SMILES: [CH2:1]([C@H:6]1[CH2:11][CH2:10][C@H:9]([CH2:12][CH2:13]O)[CH2:8][CH2:7]1)[CH2:2][CH2:3][CH2:4][CH3:5].C1(P(C2C=CC=CC=2)C2C=CC=CC=2)C=CC=CC=1.[Br:34]C(Br)(Br)Br>ClCCl>[Br:34][CH2:13][CH2:12][C@H:9]1[CH2:10][CH2:11][C@H:6]([CH2:1][CH2:2][CH2:3][CH2:4][CH3:5])[CH2:7][CH2:8]1. Reported procedure: A mixture of 20 g of 2-(trans-4-pentylcyclohexyl)ethanol, 27.5 g of triphenylphosphine and 350 ml of dichloromethane was treated portionwise while stirring at -30° C. over a period of 45 minutes under an inert gas atmosphere with 36.5 g of tetrabromomethane. The resulting mixture was then stirred at -20° C. for another 30 minutes and at room temperature for 5 hours. The mixture was subsequently concentrated and the residue was triturated with 500 ml of hexane. After cooling to 0° C., the precipi... Starting materials: Cl.C1NCCC=2N(C=3C=CC=CC3C21)CC(=O)OCC (Ethyl (1,2,3,4-tetrahydro-pyrido[4,3-b]indol-5-yl)-acetate hydrochloride), C1(=CC=CC=C1)NN (phenylhydrazine). Yields the product Cl.C(C)(C)C1=CC=2C3=C(N(C2C=C1)CC(=O)OCC)CCNC3 (Ethyl (8-isopropyl-1,2,3,4-tetrahydro-pyrido[4,3-b]indol-5-yl)-acetate hydrochloride). As a reaction SMILES: [ClH:1].[CH2:2]1[C:14]2[C:13]3[CH:12]=[CH:11][CH:10]=[CH:9][C:8]=3[N:7]([CH2:15][C:16]([O:18][CH2:19][CH3:20])=[O:17])[C:6]=2[CH2:5][CH2:4][NH:3]1.[C:21]1(NN)[CH:26]=CC=C[CH:22]=1>>[ClH:1].[CH:21]([C:11]1[CH:10]=[CH:9][C:8]2[N:7]([CH2:15][C:16]([O:18][CH2:19][CH3:20])=[O:17])[C:6]3[CH2:5][CH2:4][NH:3][CH2:2][C:14]=3[C:13]=2[CH:12]=1)([CH3:26])[CH3:22] |f:0.1,3.4|. Procedure details: The title compound is prepared using a procedure analogous to Intermediate 1, substituting 4-isopropylhydrazine for phenylhydrazine in Step 1a). Reactants: C(C1=CC=CC=C1)OC(=O)N1CCC(CC1)(C(NC1=CC=C(C=C1)CC)=O)NC(=O)OC(C)(C)C (4-tert-Butoxycarbonylamino-4-(4-ethyl-phenylcarbamoyl)-piperidine-1-carboxylic acid benzyl ester). The reagents and catalysts are [Pd] (Pd/C). The solvent is CO (methanol). Product: C(C)(C)(C)OC(NC1(CCNCC1)C(NC1=CC=C(C=C1)CC)=O)=O ([4-(4-Ethyl-phenylcarbamoyl)-piperidin-4-yl]-carbamic acid tert-butyl ester). Reaction SMILES: C(OC([N:11]1[CH2:16][CH2:15][C:14]([NH:28][C:29]([O:31][C:32]([CH3:35])([CH3:34])[CH3:33])=[O:30])([C:17](=[O:27])[NH:18][C:19]2[CH:24]=[CH:23][C:22]([CH2:25][CH3:26])=[CH:21][CH:20]=2)[CH2:13][CH2:12]1)=O)C1C=CC=CC=1>CO.[Pd]>[C:32]([O:31][C:29](=[O:30])[NH:28][C:14]1([C:17](=[O:27])[NH:18][C:19]2[CH:24]=[CH:23][C:22]([CH2:25][CH3:26])=[CH:21][CH:20]=2)[CH2:13][CH2:12][NH:11][CH2:16][CH2:15]1)([CH3:34])([CH3:33])[CH3:35]. Reported procedure: A solution of 2.86 g (5.9 mmol) 4-tert-Butoxycarbonylamino-4-(4-ethyl-phenylcarbamoyl)-piperidine-1-carboxylic acid benzyl ester (example 132, step 1) in 70 mL methanol was hydrogenated over 290 mg Pd/C (10%) with H2 (1 bar) for 2 h at room temperature. After filtration the filtrate was evaporated to dryness to yield after drying under high vacuum 2.05 g (99%) of the title compound as off-white solid. MS (m/e): 348.3 [(M+H)+]. Reactants: O=C1N(C(CC1)=O)OC(CCC(=O)NCC1OC2=C(O1)C=CC(=C2)CC(C)N(C(C(F)(F)F)=O)CC)=O (N-(5-{2-[ethyl-(2,2,2-trifluoro-acetyl)-amino]-propyl}-benzo[1,3]dioxol-2-ylmethyl)-succinamic acid 2,5-dioxo-pyrrolidin-1-yl ester), compound 2L. The solvent is CN(C)C=O (DMF), P(=O)([O-])([O-])[O-].[K+].[K+].[K+] (potassium phosphate). Reaction conditions: time 48 hour. Product: CCNC(C)CC1=CC2=C(C=C1)OCO2 (MDEA). As a reaction SMILES: O=C1CCC(=O)N1OC(=O)CCC(NC[CH:16]1[O:20][C:19]2[CH:21]=[CH:22][C:23]([CH2:25][CH:26]([N:28](CC)[C:29](=O)[C:30](F)(F)F)[CH3:27])=[CH:24][C:18]=2[O:17]1)=O>P([O-])([O-])([O-])=O.[K+].[K+].[K+].CN(C=O)C>[CH3:30][CH2:29][NH:28][CH:26]([CH2:25][C:23]1[CH:22]=[CH:21][C:19]2[O:20][CH2:16][O:17][C:18]=2[CH:24]=1)[CH3:27] |f:1.2.3.4|. Procedure: MDEA-BSA conjugate 36 was synthesized as described in copending, commonly assigned U.S. Ser. No. 10/622,254 filed contemporaneously herewith. A solution of 500 mg of bovine serum albumin (BSA) in 6.7 mL of 50 mM potassium phosphate (pH 7.5) was cooled in an ice-bath. To the solution was added 8.5 mL of DM50 dropwise, and the reaction mixture was maintained below room temperature. To the protein solution was added a solution of 12 mg (0.022 mmol) of N-(5-{2-[ethyl-(2,2,2-trifluoro-acetyl)-amino]-... Starting materials: C([O-])([O-])=O.[K+].[K+] (potassium carbonate), CI (methyl iodide), ClC1=CC=C(CNC(=O)C=2C=NC3=CC=C(C=C3C2O)C#CCO)C=C1 (N-(4-chlorobenzyl)-4-hydroxy-6-(3-hydroxy-1-propynyl)-3-quinolinecarboxamide). Solvent: CN(C)C=O (DMF), O (water). Product: ClC1=CC=C(CNC(=O)C2=CN(C3=CC=C(C=C3C2=O)C#CCO)C)C=C1 (N-(4-Chlorobenzyl)-6-(3-hydroxy-1-propynyl)-1-methyl-4-oxo-1,4-dihydro-3-quinolinecarboxamide). Yield: 84.0%. Reaction SMILES: [Cl:1][C:2]1[CH:26]=[CH:25][C:5]([CH2:6][NH:7][C:8]([C:10]2[CH:11]=[N:12][C:13]3[C:18]([C:19]=2[OH:20])=[CH:17][C:16]([C:21]#[C:22][CH2:23][OH:24])=[CH:15][CH:14]=3)=[O:9])=[CH:4][CH:3]=1.[C:27](=O)([O-])[O-].[K+].[K+].CI>CN(C=O)C.O>[Cl:1][C:2]1[CH:3]=[CH:4][C:5]([CH2:6][NH:7][C:8]([C:10]2[C:19](=[O:20])[C:18]3[C:13](=[CH:14][CH:15]=[C:16]([C:21]#[C:22][CH2:23][OH:24])[CH:17]=3)[N:12]([CH3:27])[CH:11]=2)=[O:9])=[CH:25][CH:26]=1 |f:1.2.3|. Procedure details: A suspension of 6.90 g of N-(4-chlorobenzyl)-4-hydroxy-6-(3-hydroxy-1-propynyl)-3-quinolinecarboxamide from Preparation No. 4, 10.4 g of potassium carbonate, and 2.3 mL of methyl iodide in 40 mL of DMF is stirred at 90° C. for 4 hours, then cooled and diluted with 350 mL of water. The resulting solid is filtered, washed well with water, and dried under vacuum. Flash chromatography of the solid on silica using 3-5% methanol in dichloromethane provides 6.02 g of the title compound as a solid. Reactants: C(C)NCCCC(O)C1=CC=C(C=C1)NS(=O)(=O)C (N-(4-(4-(ethylamino)-1-hydroxybutyl)phenyl)methanesulfonamide), C([O-])(O)=O.[Na+] (sodium bicarbonate), BrCCCCCCCF (1-bromo-7-fluoroheptane). Solvent: C(C)#N (acetonitrile). Yields the product C(C)N(CCCC(O)C1=CC=C(C=C1)NS(=O)(=O)C)CCCCCCCF (N-[4-[4-[ethyl(7-fluoroheptyl)amino]-1-hydroxybutyl]phenyl]methanesulfonamide). As a reaction SMILES: [CH2:1]([NH:3][CH2:4][CH2:5][CH2:6][CH:7]([C:9]1[CH:14]=[CH:13][C:12]([NH:15][S:16]([CH3:19])(=[O:18])=[O:17])=[CH:11][CH:10]=1)[OH:8])[CH3:2].C(=O)(O)[O-].[Na+].Br[CH2:26][CH2:27][CH2:28][CH2:29][CH2:30][CH2:31][CH2:32][F:33]>C(#N)C>[CH2:1]([N:3]([CH2:26][CH2:27][CH2:28][CH2:29][CH2:30][CH2:31][CH2:32][F:33])[CH2:4][CH2:5][CH2:6][CH:7]([C:9]1[CH:10]=[CH:11][C:12]([NH:15][S:16]([CH3:19])(=[O:17])=[O:18])=[CH:13][CH:14]=1)[OH:8])[CH3:2] |f:1.2|. Reported procedure: According to Procedure B (Example 17, Step IV) a stirred mixture of N-[4-[4-(ethylamino)-1-hydroxybutyl]phenyl]methanesulfonamide (Example 7, Step II) and sodium bicarbonate in acetonitrile was allowed to react with 1-bromo-7-fluoroheptane (Step II) to give N-[4-[4-[ethyl(7-fluoroheptyl)amino]-1-hydroxybutyl]phenyl]methanesulfonamide, a compound of Formula I'. A mixture of this compound and 0.5 equivalents of fumaric acid was crystallized from acetone to give the titled product, mp 137°-138° C. ... The reactants are C(C)OC(CC1CCN(CC1)C1=NC=C(C=C1NC(C1=CC(=CC=C1)Cl)=O)C1=CC=CC=C1)=O ([3′-(3-chloro-benzoylamino)-5′-phenyl-3,4,5,6-tetrahydro-2H-[1,2′]bipyridinyl-4-yl]-acetic acid ethyl ester), O1CCCC1 (tetrahydrofuran), CO (methanol), [OH-].[Li+] (lithium hydroxide). Solvent: O (water). Reaction conditions: time 3 day. Yields the product ClC=1C=C(C(=O)NC=2C(=NC=C(C2)C2=CC=CC=C2)N2CCC(CC2)CC(=O)O)C=CC1 ([3′-(3-chloro-benzoylamino)-5′-phenyl-3,4,5,6-tetrahydro-2H-[1,2′]bipyridinyl-4-yl]-acetic acid). The yield is 83.0%. RXN SMILES: C([O:3][C:4](=[O:34])[CH2:5][CH:6]1[CH2:11][CH2:10][N:9]([C:12]2[C:17]([NH:18][C:19](=[O:27])[C:20]3[CH:25]=[CH:24][CH:23]=[C:22]([Cl:26])[CH:21]=3)=[CH:16][C:15]([C:28]3[CH:33]=[CH:32][CH:31]=[CH:30][CH:29]=3)=[CH:14][N:13]=2)[CH2:8][CH2:7]1)C.O1CCCC1.CO.[OH-].[Li+]>O>[Cl:26][C:22]1[CH:21]=[C:20]([CH:25]=[CH:24][CH:23]=1)[C:19]([NH:18][C:17]1[C:12]([N:9]2[CH2:10][CH2:11][CH:6]([CH2:5][C:4]([OH:34])=[O:3])[CH2:7][CH2:8]2)=[N:13][CH:14]=[C:15]([C:28]2[CH:29]=[CH:30][CH:31]=[CH:32][CH:33]=2)[CH:16]=1)=[O:27] |f:3.4|. Procedure: To a solution of 0.115 g (0.241 mmol) of [3′-(3-chloro-benzoylamino)-5′-phenyl-3,4,5,6-tetrahydro-2H-[1,2′]bipyridinyl-4-yl]-acetic acid ethyl ester in a 5:2 mixture of tetrahydrofuran:methanol (7 mL) is added a solution of 0.028 g (1.2 mmol) of lithium hydroxide in water (1 mL). The reaction mixture is stirred at room temperature for 3 days and then concentrated under reduced pressure to remove volatile organics. The residue is diluted with water and the pH of the mixture is adjusted to approxi...